The task is: describe an organic reaction: reactants, conditions, products, and yield. This data is from the Open Reaction Database (ORD), a public repository of structured organic reaction records. Procedure: A mixture of 3.14 g (10 mmol) of 8-chloro-7-fluoro-1-methyl-5-oxo-1,2-dihydro-5H-thiazolo[3,2-a]quinoline-4-carboxylic acid, 2.1 g (15 mmol) of N-cyclopropyl-3-pyrrolidinemethanamine and 50 ml of pyridine is heated at reflux for 24 hours. The solvent is removed in vacuo and the residue triturated with water. The solid which forms is removed by filtration, washed with water, and dried in vacuo to give 7-fluoro-1-methyl-8-[[3-cyclopropylamino)methyl-1-pyrrolidinyl]-5-oxo-1,2-dihydro-5H-thiazolo-[3... Yields the product FC=1C=C2C(C(=C3N(C2=CC1N1C(CCC1)CNC1CC1)C(CS3)C)C(=O)O)=O (7-fluoro-1-methyl-8-[[3-cyclopropylamino)methyl-1-pyrrolidinyl]-5-oxo-1,2-dihydro-5H-thiazolo-[3,2-a]quinoline-4-carboxylic acid). RXN SMILES: Cl[C:2]1[CH:11]=[C:10]2[C:5]([C:6](=[O:19])[C:7]([C:16]([OH:18])=[O:17])=[C:8]3[S:14][CH2:13][CH:12]([CH3:15])[N:9]32)=[CH:4][C:3]=1[F:20].[CH:21]1([NH:24][CH2:25][CH:26]2[CH2:30][CH2:29]NC2)[CH2:23][CH2:22]1.[N:31]1C=CC=C[CH:32]=1>>[F:20][C:3]1[CH:4]=[C:5]2[C:10](=[CH:11][C:2]=1[N:31]1[CH2:32][CH2:29][CH2:30][CH:26]1[CH2:25][NH:24][CH:21]1[CH2:22][CH2:23]1)[N:9]1[CH:12]([CH3:15])[CH2:13][S:14][C:8]1=[C:7]([C:16]([OH:18])=[O:17])[C:6]2=[O:19]. The reactants are ClC1=C(C=C2C(C(=C3N(C2=C1)C(CS3)C)C(=O)O)=O)F (8-chloro-7-fluoro-1-methyl-5-oxo-1,2-dihydro-5H-thiazolo[3,2-a]quinoline-4-carboxylic acid), C1(CC1)NCC1CNCC1 (N-cyclopropyl-3-pyrrolidinemethanamine), N1=CC=CC=C1 (pyridine). Starting materials: FC1=C(C=CC(=C1)B1OC(C(O1)(C)C)(C)C)C=1N=CC(=NC1)N (5-(2-fluoro-4-(4,4,5,5-tetramethyl-1,3,2-dioxaborolan-2-yl)-phenyl)-pyrazin-2-amine), BrC1=C(C=CC=C1)SCOCC[Si](C)(C)C ((2-(((2-bromophenyl)thio)methoxy)ethyl)trimethylsilane). The product is FC=1C=C(C=CC1C=1N=CC(=NC1)N)C1=C(C=CC=C1)SCOCC[Si](C)(C)C (5-[3-Fluoro-2′-({[2-(trimethylsilyl)ethoxy]methyl}sulfanyl)biphenyl-4-yl]pyrazin-2-amine). RXN SMILES: [F:1][C:2]1[CH:7]=[C:6](B2OC(C)(C)C(C)(C)O2)[CH:5]=[CH:4][C:3]=1[C:17]1[N:18]=[CH:19][C:20]([NH2:23])=[N:21][CH:22]=1.Br[C:25]1[CH:30]=[CH:29][CH:28]=[CH:27][C:26]=1[S:31][CH2:32][O:33][CH2:34][CH2:35][Si:36]([CH3:39])([CH3:38])[CH3:37]>>[F:1][C:2]1[CH:7]=[C:6]([C:25]2[CH:30]=[CH:29][CH:28]=[CH:27][C:26]=2[S:31][CH2:32][O:33][CH2:34][CH2:35][Si:36]([CH3:39])([CH3:38])[CH3:37])[CH:5]=[CH:4][C:3]=1[C:17]1[N:18]=[CH:19][C:20]([NH2:23])=[N:21][CH:22]=1. Procedure: The title compound was prepared using analogous conditions to those described in Example 6 utilizing 5-(2-fluoro-4-(4,4,5,5-tetramethyl-1,3,2-dioxaborolan-2-yl)-phenyl)-pyrazin-2-amine and (2-(((2-bromophenyl)thio)methoxy)ethyl)trimethylsilane. MS (ESI): mass calcd. for C22H26FN3OSSi, 427.16; m/z found, 428.1 [M+H]+. 1H NMR (400 MHz, CD3OD) δ 8.43-8.36 (m, 1H), 8.07 (d, J=1.5, 1H), 7.89 (m, 1H), 7.73 (dd, J=6.7, 1.4, 1H), 7.40-7.17 (m, 5H), 4.90 (s, 2H), 3.64-3.50 (m, 2H), 0.91-0.78 (m, 2H), 0.0...